This data is from the Open Reaction Database (ORD), a public repository of structured organic reaction records. The task is: describe an organic reaction: reactants, conditions, products, and yield The reactants are FC(S(=O)(=O)OC=1C([C@@H]2CC[C@]3([C@@]4(CC[C@@]5([C@@H]([C@H]4CC[C@@H]3[C@]2(CC1)C)[C@@H](CC5)C(=C)C)N)C)C)(C)C)(F)F ((1R,3 aS,5aR,5bR,7aR,11aR,11bR,13 aR,13bR)-3a-amino-5a,5b,8,8,11a-pentamethyl-1-(prop-1-en-2-yl)-2,3,3a,4,5,5a,5b,6,7,7a,8,11,11a,11b,12,13,13a,13b-octadecahydro-1H-cyclopenta[a]chrysen-9-yl trifluoromethanesulfonate), CC1(OB(OC1(C)C)C1=CC2(CC(C2)(C(=O)OC(C)C)C(=O)OC(C)C)C1)C (diisopropyl 6-(4,4,5,5-tetramethyl-1,3,2-dioxaborolan-2-yl)spiro[3.3]hept-5-ene-2,2-dicarboxylate), O.C([O-])([O-])=O.[Na+].[Na+] (sodium carbonate monohydrate). The reagents and catalysts are C=1C=CC(=CC1)[P](C=2C=CC=CC2)(C=3C=CC=CC3)[Pd]([P](C=4C=CC=CC4)(C=5C=CC=CC5)C=6C=CC=CC6)([P](C=7C=CC=CC7)(C=8C=CC=CC8)C=9C=CC=CC9)[P](C=1C=CC=CC1)(C=1C=CC=CC1)C=1C=CC=CC1 (tetrakis(triphenylphosphine)palladium(0)). The solvent is O1CCOCC1 (1,4-dioxane), O (water). Conditions: temperature 85 celsius. The product is N[C@]12[C@@H]([C@H]3CC[C@@H]4[C@]5(CC=C(C([C@@H]5CC[C@]4([C@@]3(CC1)C)C)(C)C)C1=CC3(CC(C3)(C(=O)OC(C)C)C(=O)OC(C)C)C1)C)[C@@H](CC2)C(=C)C (diisopropyl 6-((1R,3aS,5aR,5bR,7aR,11aS,11bR,13aR,13bR)-3a-amino-5a,5b,8,8,11a-pentamethyl-1-(prop-1-en-2-yl)-2,3,3a,4,5,5a,5b,6,7,7a,8,11,11a,11b,12,13,13a,13b-octadecahydro-1H-cyclopenta[a]chrysen-9-yl)spiro[3.3]hept-5-ene-2,2-dicarboxylate). Yield: 66.4%. As a reaction SMILES: FC(F)(F)S(O[C:7]1[C:8]([CH3:36])([CH3:35])[C@H:9]2[C@:22]([CH3:25])([CH2:23][CH:24]=1)[C@@H:21]1[C@:12]([CH3:34])([C@@:13]3([CH3:33])[C@H:18]([CH2:19][CH2:20]1)[C@H:17]1[C@H:26]([C:29]([CH3:31])=[CH2:30])[CH2:27][CH2:28][C@:16]1([NH2:32])[CH2:15][CH2:14]3)[CH2:11][CH2:10]2)(=O)=O.CC1(C)C(C)(C)OB([C:47]2[CH2:65][C:49]3([CH2:52][C:51]([C:59]([O:61][CH:62]([CH3:64])[CH3:63])=[O:60])([C:53]([O:55][CH:56]([CH3:58])[CH3:57])=[O:54])[CH2:50]3)[CH:48]=2)O1.O.C(=O)([O-])[O-].[Na+].[Na+]>O1CCOCC1.O.C1C=CC([P]([Pd]([P](C2C=CC=CC=2)(C2C=CC=CC=2)C2C=CC=CC=2)([P](C2C=CC=CC=2)(C2C=CC=CC=2)C2C=CC=CC=2)[P](C2C=CC=CC=2)(C2C=CC=CC=2)C2C=CC=CC=2)(C2C=CC=CC=2)C2C=CC=CC=2)=CC=1>[NH2:32][C@:16]12[CH2:28][CH2:27][C@@H:26]([C:29]([CH3:31])=[CH2:30])[C@@H:17]1[C@@H:18]1[C@@:13]([CH3:33])([CH2:14][CH2:15]2)[C@@:12]2([CH3:34])[C@@H:21]([C@:22]3([CH3:25])[C@@H:9]([CH2:10][CH2:11]2)[C:8]([CH3:36])([CH3:35])[C:7]([C:47]2[CH2:65][C:49]4([CH2:52][C:51]([C:59]([O:61][CH:62]([CH3:64])[CH3:63])=[O:60])([C:53]([O:55][CH:56]([CH3:57])[CH3:58])=[O:54])[CH2:50]4)[CH:48]=2)=[CH:24][CH2:23]3)[CH2:20][CH2:19]1 |f:2.3.4.5,^1:84,86,105,124|. Procedure: To a vial containing (1R,3 aS,5aR,5bR,7aR,11aR,11bR,13 aR,13bR)-3a-amino-5a,5b,8,8,11a-pentamethyl-1-(prop-1-en-2-yl)-2,3,3a,4,5,5a,5b,6,7,7a,8,11,11a,11b,12,13,13a,13b-octadecahydro-1H-cyclopenta[a]chrysen-9-yl trifluoromethanesulfonate (1.54 g, 2.76 mmol) was added diisopropyl 6-(4,4,5,5-tetramethyl-1,3,2-dioxaborolan-2-yl)spiro[3.3]hept-5-ene-2,2-dicarboxylate (1.044 g, 2.66 mmol), sodium carbonate monohydrate (0.856 g, 6.90 mmol) and tetrakis(triphenylphosphine)palladium(0) (0.096 g, 0.083 m... Reactants: C(C)(C)N(CC)C(C)C (diisopropylethylamine), ON1N=NC2=C1C=CC=C2 (1-hydroxybenzotriazole), NC1=CC=C(CO)C=C1 (4-aminobenzylalcohol), C1(\C=C\CCCCC1)O ((E)-cyclooct-2-enol). Run in C1CCOC1 (THF). The product is C1(\C=C\CCCCC1)OC(NC1=CC=C(C=C1)CO)=O ((E)-cyclooct-2-en-1-yl(4-(hydroxymethyl)phenyl)carbamate). Isolated yield 159.4%. RXN SMILES: [CH:1]1([OH:9])[CH2:8][CH2:7][CH2:6][CH2:5][CH2:4][CH:3]=[CH:2]1.C([N:13]([CH:16]([CH3:18])[CH3:17])[CH2:14]C)(C)C.[OH:19]N1C2C=CC=CC=2N=N1.NC1C=[CH:36][C:33]([CH2:34][OH:35])=[CH:32]C=1>C1COCC1>[CH:1]1([O:9][C:14](=[O:19])[NH:13][C:16]2[CH:17]=[CH:36][C:33]([CH2:34][OH:35])=[CH:32][CH:18]=2)[CH2:8][CH2:7][CH2:6][CH2:5][CH2:4][CH:3]=[CH:2]1. Reported procedure: In a similar fashion, the PNP-derivative 34 derived from the major alcohol 31 (145 mg, 0.498 mmol) in 6.0 g THF, was reacted with diisopropylethylamine (210 mg, 1.63 mmol), 1-hydroxybenzotriazole (34 mg, 0.251 mmol) and 4-aminobenzylalcohol (128 mg, 1.04 mmol) for 3 days at ca. 30° C. Rotary evaporation and chromatography yielded the product major-35 as a viscous oil (110 mg, 0.40 mmol, 80%). Reactants: C=CCC1(c2ccccc2)CCN(C(C)c2ccc(OC(F)F)cc2)C(=O)O1, Cl[Cu], CN(C)C=O, Cl[Pd]Cl. The product is CC(=O)CC1(c2ccccc2)CCN(C(C)c2ccc(OC(F)F)cc2)C(=O)O1. RXN SMILES: [CH2:1]([CH:2]=[CH2:3])[C:4]1([c:23]2[cH:24][cH:25][cH:26][cH:27][cH:28]2)[CH2:5][CH2:6][N:7]([CH:11]([CH3:12])[c:13]2[cH:14][cH:15][c:16]([O:19][CH:20]([F:21])[F:22])[cH:17][cH:18]2)[C:8](=[O:10])[O:9]1.[Cu:34][Cl:35].[O:29]=[CH:30][N:31]([CH3:32])[CH3:33].[Pd:36]([Cl:37])[Cl:38]>>[CH2:1]([C:2]([CH3:3])=[O:29])[C:4]1([c:23]2[cH:24][cH:25][cH:26][cH:27][cH:28]2)[CH2:5][CH2:6][N:7]([CH:11]([CH3:12])[c:13]2[cH:14][cH:15][c:16]([O:19][CH:20]([F:21])[F:22])[cH:17][cH:18]2)[C:8](=[O:10])[O:9]1. Starting materials: BrC=1C=CC(=C2C=CC=NC12)N1N=C(C=C1NS(=O)(=O)C1=CC(=C(C=C1)C(C)(C)C)F)C (N-(1-(8-bromoquinolin-5-yl)-3-methyl-1H-pyrazol-5-yl)-4-t-butyl-3-fluorobenzenesulfonamide), CC(CC(C)=O)=O (2,4-pentanedione), C([O-])([O-])=O.[Cs+].[Cs+] (cesium carbonate), [OH-].[NH4+] (ammonium hydroxide), C(C)(=O)OCC (ethyl acetate). The reagents and catalysts are [Cu]I (copper(I) iodide). The solvent is CN(C)C=O (DMF). Reaction conditions: temperature 120 celsius. Product: NC=1C=CC(=C2C=CC=NC12)N1N=C(C=C1NS(=O)(=O)C1=CC(=C(C=C1)C(C)(C)C)F)C (N-(1-(8-aminoquinolin-5-yl)-3-methyl-1H-pyrazol-5-yl)-4-t-butyl-3-fluorobenzenesulfonamide). Isolated yield 70.0%. As a reaction SMILES: Br[C:2]1[CH:3]=[CH:4][C:5]([N:12]2[C:16]([NH:17][S:18]([C:21]3[CH:26]=[CH:25][C:24]([C:27]([CH3:30])([CH3:29])[CH3:28])=[C:23]([F:31])[CH:22]=3)(=[O:20])=[O:19])=[CH:15][C:14]([CH3:32])=[N:13]2)=[C:6]2[C:11]=1[N:10]=[CH:9][CH:8]=[CH:7]2.CC(=O)CC(=O)C.C(=O)([O-])[O-].[Cs+].[Cs+].C(OCC)(=O)C.[OH-].[NH4+:53]>CN(C=O)C.[Cu]I>[NH2:53][C:2]1[CH:3]=[CH:4][C:5]([N:12]2[C:16]([NH:17][S:18]([C:21]3[CH:26]=[CH:25][C:24]([C:27]([CH3:30])([CH3:29])[CH3:28])=[C:23]([F:31])[CH:22]=3)(=[O:20])=[O:19])=[CH:15][C:14]([CH3:32])=[N:13]2)=[C:6]2[C:11]=1[N:10]=[CH:9][CH:8]=[CH:7]2 |f:2.3.4,6.7|. Procedure details: To a stirring solution of N-(1-(8-bromoquinolin-5-yl)-3-methyl-1H-pyrazol-5-yl)-4-t-butyl-3-fluorobenzenesulfonamide (0.052 g, 0.10 mmol) in ammonium hydroxide (1 mL) and DMF (1 mL) was added 2,4-pentanedione (0.006 g, 0.06 mmol), cesium carbonate (Cs2CO3, 0.064 g, 0.20 mmol), and copper(I) iodide (CuI, 0.0095 g, 0.050 mmol). The reaction mixture was heated at 120° C. in microwave for 2 h. After cooling to room temperature, ethyl acetate (100 mL) was added to the reaction mixture and washed with... The reactants are NC1=NN=NN1 (5-amino-1H-tetrazole), ClCC(=O)OC (methyl chloroacetate), [OH-].[K+] (potassium hydroxide). Run in CO (methanol). Run at time 18 hour. Product: COC(CN1N=C(N=N1)N)=O ((5-amino-tetrazol-2-yl)-acetic acid methyl ester). Reaction SMILES: [NH2:1][C:2]1[NH:6][N:5]=[N:4][N:3]=1.Cl[CH2:8][C:9]([O:11][CH3:12])=[O:10].[OH-].[K+]>CO>[CH3:12][O:11][C:9](=[O:10])[CH2:8][N:4]1[N:5]=[N:6][C:2]([NH2:1])=[N:3]1 |f:2.3|. Procedure: 63.1 A solution of 8.5 g 5-amino-1H-tetrazole, 8.8 ml methyl chloroacetate and 5.8 g potassium hydroxide in 100 ml methanol was heated to reflux under an argon atmosphere and stirred for 18 h. A white solid slowly precipitated. The suspension was cooled to r.t. The white solid was filtered off and washed with methanol. The filtrate was concentrated. The residue was suspended in 100 ml EtOH and heated to reflux. After 1 h stirring at reflux, the mixture was filtered while hot. The filtrate was co... Reactants: Cl (HCl), FC=1C=C(C=C(C1F)F)P(OCC)(OCC)=O (diethyl 3,4,5-trifluorophenylphosphonate). Product: FC=1C=C(C=C(C1F)F)P(O)(O)=O (3,4,5-trifluorophenylphosphonic acid). Isolated yield 75.1%. Reaction SMILES: Cl.[F:2][C:3]1[CH:4]=[C:5]([P:11](=[O:18])([O:15]CC)[O:12]CC)[CH:6]=[C:7]([F:10])[C:8]=1[F:9]>>[F:2][C:3]1[CH:4]=[C:5]([P:11](=[O:12])([OH:18])[OH:15])[CH:6]=[C:7]([F:10])[C:8]=1[F:9]. Procedure: 12 M HCl (12 mL, excess) was added to diethyl 3,4,5-trifluorophenylphosphonate (320 mg) in a round bottom flask. The reaction mixture was refluxed for 12 hours. A brown oil was obtained after cooling and removal of the solvent. 1H NMR showed the presence of unreacted starting material. 12 mL of 8 M HCl was added and the reaction mixture refluxed again for several days. The mixture was allowed to cool and stand for several weeks. An off-white solid was obtained after removal of the solvent (190 m... The reactants are CC(C)(C)O, CC(C)(C)[O-], CCOCC, COCCOC, COCCOC, COc1cccc(CC2CCCCC2=O)c1, [K+], O, [C-]#[N+]CS(=O)(=O)c1ccc(C)cc1. Product: COc1cccc(CC2CCCCC2C#N)c1. RXN SMILES: [C:47]([OH:48])([CH3:49])([CH3:50])[CH3:51].[CH3:1][C:2]([CH3:3])([O-:4])[CH3:5].[CH3:36][CH2:37][O:38][CH2:39][CH3:40].[CH3:41][O:42][CH2:43][CH2:44][O:45][CH3:46].[CH3:52][O:53][CH2:54][CH2:55][O:56][CH3:57].[CH3:7][O:8][c:9]1[cH:10][c:11]([CH2:15][CH:16]2[C:17](=[O:22])[CH2:18][CH2:19][CH2:20][CH2:21]2)[cH:12][cH:13][cH:14]1.[K+:6].[OH2:58].[c:23]1([CH3:24])[cH:25][cH:26][c:27]([S:28](=[O:30])(=[O:31])[CH2:32][N+:33]#[C-:29])[cH:34][cH:35]1>>[CH3:7][O:8][c:9]1[cH:10][c:11]([CH2:15][CH:16]2[CH:17]([C:32]#[N:33])[CH2:18][CH2:19][CH2:20][CH2:21]2)[cH:12][cH:13][cH:14]1. Reactants: C(C)(=O)C1=C(C(N(N=C1C1=CC=CC=C1)CC)=O)[N+](=O)[O-] (5-acetyl-2-ethyl-4-nitro-6-phenylpyridazin-3(2H)-one), S1C=C(C=2C1=NC=CC2)N (thieno[2,3-b]pyridin-3-ylamine). The product is C(C)(=O)C1=C(C(N(N=C1C1=CC=CC=C1)CC)=O)NC1=CSC2=NC=CC=C21 (5-Acetyl-2-ethyl-6-phenyl-4-(thieno[2,3-b]pyridin-3-ylamino)pyridazin-3(2H)-one). As a reaction SMILES: [C:1]([C:4]1[C:9]([C:10]2[CH:15]=[CH:14][CH:13]=[CH:12][CH:11]=2)=[N:8][N:7]([CH2:16][CH3:17])[C:6](=[O:18])[C:5]=1[N+:19]([O-])=O)(=[O:3])[CH3:2].[S:22]1[C:26]2=[N:27][CH:28]=[CH:29][CH:30]=[C:25]2[C:24](N)=[CH:23]1>>[C:1]([C:4]1[C:9]([C:10]2[CH:15]=[CH:14][CH:13]=[CH:12][CH:11]=2)=[N:8][N:7]([CH2:16][CH3:17])[C:6](=[O:18])[C:5]=1[NH:19][C:24]1[C:25]2[C:26](=[N:27][CH:28]=[CH:29][CH:30]=2)[S:22][CH:23]=1)(=[O:3])[CH3:2]. Procedure: Obtained, (27%) from 5-acetyl-2-ethyl-4-nitro-6-phenylpyridazin-3(2H)-one (Dal Piaz, V et al, J. Med. Chem. 1997, 40, 1417) and thieno[2,3-b]pyridin-3-ylamine (Klemm, L. H., Zell, R., Barnish, I. T., Klemm, R. A., J. Het. Chem, 1970, 373-379) following the procedure of Example 67. Starting materials: [H-].[Na+] (sodium hydride), C(CCCCC)N1C(C(NCC1)=O)=O (1-n-hexyl-2,3-dioxopiperazine), [N+](=O)([O-])C1=CC=C(CBr)C=C1 (p-nitrobenzyl bromide). Run in CN(C)C=O (DMF). Run at time 10 minute. The product is C(CCCCC)N1C(C(N(CC1)CC1=CC=C(C=C1)[N+](=O)[O-])=O)=O (1-n-hexyl-4-(4-nitrobenzyl)-2,3-dioxopiperazine). Isolated yield 51.7%. Reaction SMILES: [H-].[Na+].[CH2:3]([N:9]1[CH2:14][CH2:13][NH:12][C:11](=[O:15])[C:10]1=[O:16])[CH2:4][CH2:5][CH2:6][CH2:7][CH3:8].[N+:17]([C:20]1[CH:27]=[CH:26][C:23]([CH2:24]Br)=[CH:22][CH:21]=1)([O-:19])=[O:18]>CN(C=O)C>[CH2:3]([N:9]1[CH2:14][CH2:13][N:12]([CH2:24][C:23]2[CH:26]=[CH:27][C:20]([N+:17]([O-:19])=[O:18])=[CH:21][CH:22]=2)[C:11](=[O:15])[C:10]1=[O:16])[CH2:4][CH2:5][CH2:6][CH2:7][CH3:8] |f:0.1|. Procedure details: With 1.1 g of sodium hydride (50% purity) was mixed 50 ml of DMF, and 4.6 g of 1-n-hexyl-2,3-dioxopiperazine was added thereto with stirring at room temperature over a period of 10 minutes. Subsequently, the resulting mixture was subjected to reaction at 50° to 60° C. for 30 minutes, and 5.5 g of p-nitrobenzyl bromide was added to the reaction mixture over a period of 10 minutes, after which the mixture thus obtained was further subjected to reaction at 50° to 60° C. for 2 hours. The solvent was... The reactants are [Li]CCCC, Cc1noc(C)c1-c1cc2ccccc2[nH]1, CCCCCC, CI, C1CCOC1. The product is CCc1onc(C)c1-c1cc2ccccc2[nH]1. RXN SMILES: [CH2:17]([Li:18])[CH2:19][CH2:20][CH3:21].[CH3:1][c:2]1[n:3][o:4][c:5]([CH3:16])[c:6]1-[c:7]1[nH:8][c:9]2[cH:10][cH:11][cH:12][cH:13][c:14]2[cH:15]1.[CH3:22][CH2:23][CH2:24][CH2:25][CH2:26][CH3:27].[CH3:28][I:29].[O:30]1[CH2:31][CH2:32][CH2:33][CH2:34]1>>[CH3:1][c:2]1[n:3][o:4][c:5]([CH2:16][CH3:17])[c:6]1-[c:7]1[nH:8][c:9]2[cH:10][cH:11][cH:12][cH:13][c:14]2[cH:15]1.